Task: describe an organic reaction: reactants, conditions, products, and yield. Dataset: the Open Reaction Database (ORD), a public repository of structured organic reaction records Starting materials: [H-].[Al+3].[Li+].[H-].[H-].[H-] (Lithium aluminum hydride), COC(=O)C1=CC2=C([C@H]3CCCN([C@H]3CC2)C(=O)C2=CC3=C(NC=N3)C=C2)C=C1 (cis-4-(1H-benzoimidazole-5-carbonyl)-1,2,3,4,4a,5,6,10b-octahydro-benzo[f]quinoline-8-carboxylic acid methyl ester), O (water). The solvent is O1CCCC1 (tetrahydrofuran). Run at temperature -10 celsius, time 2 hour. Yields the product N1C=NC2=C1C=CC(=C2)C(=O)N2CCC[C@@H]1C3=C(CC[C@H]21)C=C(C=C3)CO ((1H-Benzoimidazol-5-yl)-(cis-8-hydroxymethyl-2,3,4a,5,6,10b-hexahydro-1H-benzo[f]quinolin-4-yl)-methanone). RXN SMILES: [H-].[Al+3].[Li+].[H-].[H-].[H-].C[O:8][C:9]([C:11]1[CH:35]=[CH:34][C:14]2[C@@H:15]3[C@H:20]([CH2:21][CH2:22][C:13]=2[CH:12]=1)[N:19]([C:23]([C:25]1[CH:33]=[CH:32][C:28]2[NH:29][CH:30]=[N:31][C:27]=2[CH:26]=1)=[O:24])[CH2:18][CH2:17][CH2:16]3)=O.O>O1CCCC1>[NH:29]1[C:28]2[CH:32]=[CH:33][C:25]([C:23]([N:19]3[C@@H:20]4[C@@H:15]([C:14]5[CH:34]=[CH:35][C:11]([CH2:9][OH:8])=[CH:12][C:13]=5[CH2:22][CH2:21]4)[CH2:16][CH2:17][CH2:18]3)=[O:24])=[CH:26][C:27]=2[N:31]=[CH:30]1 |f:0.1.2.3.4.5|. Reported procedure: Lithium aluminum hydride (1 mol/L in tetrahydrofuran, 0.5 mL) is added to a solution of cis-4-(1H-benzoimidazole-5-carbonyl)-1,2,3,4,4a,5,6,10b-octahydro-benzo[f]quinoline-8-carboxylic acid methyl ester (150 mg) in tetrahydrofuran (6 mL) cooled to −10° C. The resulting solution is stirred for 2 h while warming to ca. −3° C. in the cooling bath. Little water is added carefully and the resulting mixture is filtered over Celite. The filtrate is diluted with ethyl acetate and dried (MgSO4). The solv...